From a dataset of the Open Reaction Database (ORD), a public repository of structured organic reaction records. describe an organic reaction: reactants, conditions, products, and yield Starting materials: [BH3-]C#N, C=O, CC(=O)O, CC#N, ClCCl, Cc1cc2c(c(C)c1C(F)(F)F)N(CC1CCNCC1)CCCC2N(Cc1cc(C(F)(F)F)cc(C(F)(F)F)c1)c1nnn(C)n1, [Na+]. Product: Cc1cc2c(c(C)c1C(F)(F)F)N(CC1CCN(C)CC1)CCCC2N(Cc1cc(C(F)(F)F)cc(C(F)(F)F)c1)c1nnn(C)n1. Reaction SMILES: [C:53]([BH3-:54])#[N:55].[CH2:51]=[O:52].[CH3:1][C:2](=[O:3])[OH:4].[CH3:57][C:58]#[N:59].[Cl:60][CH2:61][Cl:62].[F:5][C:6]([c:7]1[cH:8][c:9]([CH2:10][N:11]([c:12]2[n:13][n:14][n:15]([CH3:17])[n:16]2)[CH:18]2[c:19]3[c:20]([c:32]([CH3:41])[c:33]([C:37]([F:38])([F:39])[F:40])[c:34]([CH3:36])[cH:35]3)[N:21]([CH2:25][CH:26]3[CH2:27][CH2:28][NH:29][CH2:30][CH2:31]3)[CH2:22][CH2:23][CH2:24]2)[cH:42][c:43]([C:45]([F:46])([F:47])[F:48])[cH:44]1)([F:49])[F:50].[Na+:56]>>[CH3:1][N:29]1[CH2:28][CH2:27][CH:26]([CH2:25][N:21]2[c:20]3[c:19]([cH:35][c:34]([CH3:36])[c:33]([C:37]([F:38])([F:39])[F:40])[c:32]3[CH3:41])[CH:18]([N:11]([CH2:10][c:9]3[cH:8][c:7]([C:6]([F:5])([F:49])[F:50])[cH:44][c:43]([C:45]([F:46])([F:47])[F:48])[cH:42]3)[c:12]3[n:13][n:14][n:15]([CH3:17])[n:16]3)[CH2:24][CH2:23][CH2:22]2)[CH2:31][CH2:30]1. Starting materials: O (water), Cl (HCl), [N+](=O)([O-])C=1C=C2CNC(C2=CC1)=O (5-nitro-2,3-dihydroisoindol-1-one). Run at temperature 95 celsius. RXN SMILES: O.Cl.[N+:3]([C:6]1[CH:7]=[C:8]2[C:12](=[CH:13][CH:14]=1)[C:11](=[O:15])[NH:10][CH2:9]2)([O-])=O>CCO.N.CO.[Fe]>[NH2:3][C:6]1[CH:7]=[C:8]2[C:12](=[CH:13][CH:14]=1)[C:11](=[O:15])[NH:10][CH2:9]2. The product is NC=1C=C2CNC(C2=CC1)=O (5-amino-2,3-dihydroisoindol-1-one). Reagents/catalysts: N (NH3), [Fe] (Iron). The solvent is CO (MeOH), CCO (EtOH). Procedure details: Iron powder (158 mg, 2.83 mmol), water (61 μL), and HCl (37%, 5 μL, 0.566 mmol) were added into the suspension of 5-nitro-2,3-dihydroisoindol-1-one (50.4 mg, 0.283 mmol) in EtOH (754 μL). The above mixture was heated at 95° C. for 2 h. After that time, several drops of 7N NH3 in MeOH were added to basify the solution, and the solid was filtered off. The filtrate was concentrated in vacuo to obtain a light-yellow solid that was purified by preparative TLC eluting with 10% MeOH/CH2Cl2 to give a li... Reactants: CC1=CC=C(S1)C(=O)O (5-methyl-thiophene-2-carboxylic acid), C(C)(C)N1CCC(CC1)NS(=O)(=O)CCN (2-amino-ethanesulfonic acid (1-isopropyl-piperidin-4-yl)-amide). Yields the product C(C)(C)N1CCC(CC1)NS(=O)(=O)CCNC(=O)C=1SC(=CC1)C (5-methyl-thiophene-2-carboxylic acid [2-(1-isopropyl-piperidin-4-ylsulfamoyl)-ethyl]-amide). RXN SMILES: [CH3:1][C:2]1[S:6][C:5]([C:7]([OH:9])=O)=[CH:4][CH:3]=1.[CH:10]([N:13]1[CH2:18][CH2:17][CH:16]([NH:19][S:20]([CH2:23][CH2:24][NH2:25])(=[O:22])=[O:21])[CH2:15][CH2:14]1)([CH3:12])[CH3:11]>>[CH:10]([N:13]1[CH2:18][CH2:17][CH:16]([NH:19][S:20]([CH2:23][CH2:24][NH:25][C:7]([C:5]2[S:6][C:2]([CH3:1])=[CH:3][CH:4]=2)=[O:9])(=[O:21])=[O:22])[CH2:15][CH2:14]1)([CH3:12])[CH3:11]. Procedure: 5-Methyl-thiophene-2-carboxylic acid [2-(1-isopropyl-piperidin-4-ylsulfamoyl)-ethyl]-amide was prepared by an analogous procedure as described in example 9 starting from 94 mg (1.1 equiv.) 5-methyl-thiophene-2-carboxylic acid and 150 mg (0.60 mmol) 2-amino-ethanesulfonic acid (1-isopropyl-piperidin-4-yl)-amide. Final purification by preparative RP-HPLC (CH3CN/H2O gradient+0.1% TFA) gave pure 5-methyl-thiophene-2-carboxylic acid [2-(1-isopropyl-piperidin-4-ylsulfamoyl)-ethyl]-amide. The title com... The reactants are CCOC(=O)c1cc(CNc2ccccc2)c[nH]1, ClCCl, CC(=O)Cl, CCN(C(C)C)C(C)C. The product is CCOC(=O)c1cc(CN(C(C)=O)c2ccccc2)c[nH]1. Reaction SMILES: [CH2:1]([CH3:2])[O:3][C:4](=[O:5])[c:6]1[nH:7][cH:8][c:9]([CH2:11][NH:12][c:13]2[cH:14][cH:15][cH:16][cH:17][cH:18]2)[cH:10]1.[CH2:32]([Cl:33])[Cl:34].[CH3:28][C:29]([Cl:30])=[O:31].[CH:19]([N:20]([CH2:21][CH3:22])[CH:23]([CH3:24])[CH3:25])([CH3:26])[CH3:27]>>[CH2:1]([CH3:2])[O:3][C:4](=[O:5])[c:6]1[nH:7][cH:8][c:9]([CH2:11][N:12]([c:13]2[cH:14][cH:15][cH:16][cH:17][cH:18]2)[C:29]([CH3:28])=[O:31])[cH:10]1. The reactants are [H-].C(C(C)C)[Al+]CC(C)C.C1(=CC=CC=C1)C (diisobutylaluminum hydride toluene), CC1=C(OCC2=C(C=CC=C2)C(C(=O)OC)=NOC)C=C(C=C1)C (methyl 2-(2,5-dimethylphenoxymethyl)-α-methoxyiminophenylacetate), ClCCl (dichloromethane). Solvent: CO (Methanol). Run at time 3 hour. Product: CC1=C(OCC2=C(C=CC=C2)C(C=O)=NOC)C=C(C=C1)C (2-(2,5-dimethylphenoxymethyl)-α-methoxyiminophenylacetaldehyde). Reaction SMILES: [H-].C([Al+]CC(C)C)C(C)C.C1(C)C=CC=CC=1.[CH3:18][C:19]1[CH:40]=[CH:39][C:38]([CH3:41])=[CH:37][C:20]=1[O:21][CH2:22][C:23]1[CH:28]=[CH:27][CH:26]=[CH:25][C:24]=1[C:29](=[N:34][O:35][CH3:36])[C:30](OC)=[O:31].ClCCl>CO>[CH3:18][C:19]1[CH:40]=[CH:39][C:38]([CH3:41])=[CH:37][C:20]=1[O:21][CH2:22][C:23]1[CH:28]=[CH:27][CH:26]=[CH:25][C:24]=1[C:29](=[N:34][O:35][CH3:36])[CH:30]=[O:31] |f:0.1.2|. Procedure: 1M diisobutylaluminum hydride/toluene solution (5.5 ml, 5.5 mmol) was added dropwise to a mixture of methyl 2-(2,5-dimethylphenoxymethyl)-α-methoxyiminophenylacetate (1.64 g, 5 mmol) and dichloromethane (15 ml) at −70° C. over 0.5 hours, and then the mixture was stirred at −70° C. to room temperature for 3 hours. Methanol (3 ml) was added to the reaction mixture, and the mixture was stirred at room temperature for 1 hour. The precipitated insoluble materials were removed, and the mixture was con... Reactants: O=C([O-])[O-], CC(C)=O, ClCc1ccccc1, [I-], [K+], [K+], [K+], COc1cc(-c2oc3cc(I)ccc3c(=O)c2O)cc(OC)c1OCc1ccccc1. Product: COc1cc(-c2oc3cc(I)ccc3c(=O)c2OCc2ccccc2)cc(OC)c1OCc1ccccc1. Reaction SMILES: [C:32](=[O:33])([O-:34])[O-:35].[CH3:48][C:49](=[O:50])[CH3:51].[Cl:40][CH2:41][c:42]1[cH:43][cH:44][cH:45][cH:46][cH:47]1.[I-:39].[K+:36].[K+:37].[K+:38].[OH:1][c:2]1[c:3](-[c:14]2[cH:15][c:16]([O:30][CH3:31])[c:17]([O:22][CH2:23][c:24]3[cH:25][cH:26][cH:27][cH:28][cH:29]3)[c:18]([O:20][CH3:21])[cH:19]2)[o:4][c:5]2[cH:6][c:7]([I:13])[cH:8][cH:9][c:10]2[c:11]1=[O:12]>>[O:1]([c:2]1[c:3](-[c:14]2[cH:15][c:16]([O:30][CH3:31])[c:17]([O:22][CH2:23][c:24]3[cH:25][cH:26][cH:27][cH:28][cH:29]3)[c:18]([O:20][CH3:21])[cH:19]2)[o:4][c:5]2[cH:6][c:7]([I:13])[cH:8][cH:9][c:10]2[c:11]1=[O:12])[CH2:41][c:42]1[cH:43][cH:44][cH:45][cH:46][cH:47]1.